Task: describe an organic reaction: reactants, conditions, products, and yield. Dataset: the Open Reaction Database (ORD), a public repository of structured organic reaction records The reactants are CC1CNCCC1 (3-methylpiperidine), ClC=1C=C(C(=O)O)C=C(C1)S(=O)(=O)Cl (3-chloro-5-chlorosulfonylbenzoic acid), crude product. The solvent is C(Cl)Cl (methylene chloride). Product: ClC=1C=C(C(=O)O)C=C(C1)S(=O)(=O)N1CC(CCC1)C (3-Chloro-5-(3-methylpiperidinosulfonyl)benzoic acid). As a reaction SMILES: [CH3:1][CH:2]1[CH2:7][CH2:6][CH2:5][NH:4][CH2:3]1.[Cl:8][C:9]1[CH:10]=[C:11]([CH:15]=[C:16]([S:18](Cl)(=[O:20])=[O:19])[CH:17]=1)[C:12]([OH:14])=[O:13]>C(Cl)Cl>[Cl:8][C:9]1[CH:10]=[C:11]([CH:15]=[C:16]([S:18]([N:4]2[CH2:5][CH2:6][CH2:7][CH:2]([CH3:1])[CH2:3]2)(=[O:20])=[O:19])[CH:17]=1)[C:12]([OH:14])=[O:13]. Reported procedure: The procedure of Example 43 is repeated, starting with 5 g. (0.05 mole) of 3-methylpiperidine and 2.5 g. (0.01 mole) of 3-chloro-5-chlorosulfonylbenzoic acid in 15 ml. of methylene chloride, providing 2.7 g., m.p. 177°-179° C. of the crude product. Purification is effected by recrystallization from acetone-hexane, 1.2 g., m.p. 181°-183° C. The reactants are CN1C(N(C(C=2C1=C1C(=CCCN1C2C2=CC=CC=C2)C=2OC(=CC2)C)=O)C)=O (1,3-dimethyl-10-(5-methylfuran-2-yl)-5-phenyl-7,8-dihydropyrimido[4,5-a]indolizine-2,4(1H,3H)-dione), C(=O)[O-].[NH4+] (ammonium formate). The reagents and catalysts are [Pd] (palladium on activated carbon), [Pd] (palladium on activated carbon). Solvent: CCO (EtOH). Reaction conditions: temperature 50 celsius, time 1 hour. The product is CN1C(N(C(C=2C1=C1C(CCCN1C2C2=CC=CC=C2)C=2OC(=CC2)C)=O)C)=O (1,3-Dimethyl-10-(5-methylfuran-2-yl)-5-phenyl-7,8,9,10-tetrahydropyrimido[4,5-a]indolizine-2,4(1H,3H)-dione). Reaction SMILES: [CH3:1][N:2]1[C:7]2=[C:8]3[N:13]([C:14]([C:15]4[CH:20]=[CH:19][CH:18]=[CH:17][CH:16]=4)=[C:6]2[C:5](=[O:27])[N:4]([CH3:28])[C:3]1=[O:29])[CH2:12][CH2:11][CH:10]=[C:9]3[C:21]1[O:22][C:23]([CH3:26])=[CH:24][CH:25]=1.C([O-])=O.[NH4+]>[Pd].CCO>[CH3:1][N:2]1[C:7]2=[C:8]3[N:13]([C:14]([C:15]4[CH:20]=[CH:19][CH:18]=[CH:17][CH:16]=4)=[C:6]2[C:5](=[O:27])[N:4]([CH3:28])[C:3]1=[O:29])[CH2:12][CH2:11][CH2:10][CH:9]3[C:21]1[O:22][C:23]([CH3:26])=[CH:24][CH:25]=1 |f:1.2|. Procedure details: 1,3-Dimethyl-10-(5-methylfuran-2-yl)-5-phenyl-7,8-dihydropyrimido[4,5-a]indolizine-2,4(1H,3H)-dione (step 1) (411 mg, 1.061 mmol), 10% wt. palladium on activated carbon (113 mg, 0.106 mmol) and ammonium formate (669 mg, 10.61 mmol) were suspended in EtOH (30 mL) and the mixture stirred at 50° C. for 1 h. A further portion of 10% wt. palladium on activated carbon (113 mg, 0.106 mmol) was added and heating continued at 50° C. for a further 1 hour. The reaction mixture was cooled to RT and filtered... Starting materials: CC1=C(C=CC(=C1)C(=O)OC)C1=CC(=C(C=C1)N1C(CCC1)=O)C (methyl 2,3'-dimethyl-4'-(2-oxopyrrolidin-1-yl)biphenyl-4-carboxylate), CN1CCC2(CC1)COC1=CC=3CCNC3C=C12 (1'-Methyl-2,3,6,7-tetrahydrospiro[furo[2,3-f]indole-3,4'-piperidine]). Yields the product CC1=C(C=CC(=C1)C(=O)C1N(CCC2(C1)COC1=CC=3CCNC3C=C12)C)C1=CC(=C(C=C1)N1C(CCC1)=O)C (2,3'-Dimethyl-4'-(2-oxopyrrolidin-1-yl)biphenyl-4-carbonyl-1'-methyl-2,3,6,7-tetrahydrospiro[furo[2,3-f]indole-3,4'-piperidine]), oil. Isolated yield 77.0%. RXN SMILES: [CH3:1][C:2]1[CH:7]=[C:6]([C:8](OC)=[O:9])[CH:5]=[CH:4][C:3]=1[C:12]1[CH:17]=[CH:16][C:15]([N:18]2[CH2:22][CH2:21][CH2:20][C:19]2=[O:23])=[C:14]([CH3:24])[CH:13]=1.[CH3:25][N:26]1[CH2:31][CH2:30][C:29]2([C:42]3[C:34](=[CH:35][C:36]4[CH2:37][CH2:38][NH:39][C:40]=4[CH:41]=3)[O:33][CH2:32]2)[CH2:28][CH2:27]1>>[CH3:1][C:2]1[CH:7]=[C:6]([C:8]([CH:27]2[CH2:28][C:29]3([C:42]4[C:34](=[CH:35][C:36]5[CH2:37][CH2:38][NH:39][C:40]=5[CH:41]=4)[O:33][CH2:32]3)[CH2:30][CH2:31][N:26]2[CH3:25])=[O:9])[CH:5]=[CH:4][C:3]=1[C:12]1[CH:17]=[CH:16][C:15]([N:18]2[CH2:22][CH2:21][CH2:20][C:19]2=[O:23])=[C:14]([CH3:24])[CH:13]=1. Reported procedure: The title compound was prepared from methyl 2,3'-dimethyl-4'-(2-oxopyrrolidin-1-yl)biphenyl-4-carboxylate (D32) and 1'-methyl-2,3,6,7-tetrahydrospiro[filro[2,3-f]indole-3,4'-piperidine] (D7) following the method of Example 1. This was obtained as a yellow oil (77%), which was converted to its hydrochloride salt, crystallising from acetone. The reactants are NC(C)CC1=CC=CC=C1.P(O)(=O)(OP(=O)(O)OP(=O)(O)O)OC[C@@H]1[C@H]([C@H]([C@@H](O1)N1C=NC=2C(N)=NC=NC12)O)O (Amphetamine ATP), Cl (hydrochloric acid), N(C(C)CC1=CC=CC=C1)S (amphetamine thiol), C1CC(CCC1CN2C(=O)C=CC2=O)C(=O)ON3C(=O)CCC3=O (SMCC). The solvent is C([O-])([O-])=O.[K+].[K+] (potassium carbonate), CO (methanol). Conditions: time 2 hour. Yields the product NC(C)CC1=CC=CC=C1 (AMPHETAMINE). As a reaction SMILES: [NH2:1][CH:2]([CH2:4][C:5]1[CH:10]=[CH:9][CH:8]=[CH:7][CH:6]=1)[CH3:3].P(OC[C@H]1O[C@@H](N2C3N=CN=C(N)C=3N=C2)[C@H](O)[C@@H]1O)(OP(OP(O)(O)=O)(O)=O)(=O)O.N(S)C(CC1C=CC=CC=1)C.C1C(CN2C(=O)C=CC2=O)CCC(C(ON2C(=O)CCC2=O)=O)C1.Cl>C(=O)([O-])[O-].[K+].[K+].CO>[NH2:1][CH:2]([CH2:4][C:5]1[CH:10]=[CH:9][CH:8]=[CH:7][CH:6]=1)[CH3:3] |f:0.1,5.6.7|. Procedure details: Amphetamine-ATP (0.095 g, 3×10-4 mol, Example 12) was dissolved in 50 ml of 0.12M potassium carbonate in 80% methanol/20% water. After 5 min at room temperature the thiol concentration was determined by reaction with DTNB to be 25 mM. The amphetamine thiol (7.6 ml, 1.9×10-4 mol) was added with stirring to 20.3 ml (0.4 g, 5.9×10-6 mol) of SMCC-BSA, 10/1. The pH of the solution was adjusted to 7 with 1N hydrochloric acid. The container was purged with argon and the solution was stirred at room tem... The reactants are COC1=CC=C(CN(S(=O)(=O)C=2C=CC3=C(OCCN3)C2)C=2SC=CN2)C=C1 (N-(4-methoxybenzyl)-N-(thiazol-2-yl)-3,4-dihydro-2H-benzo[b][1,4]oxazine-7-sulfonamide), FC1=C(C(=O)N)C=CC=C1 (2-fluorobenzamide), C([O-])([O-])=O.[Cs+].[Cs+] (cesium carbonate). Solvent: C(C)(=O)OCC (ethyl acetate), O (water), CN(C)C=O (DMF). Conditions: temperature 90 celsius. Yields the product COC1=CC=C(CN(S(=O)(=O)C=2C=CC3=C(OCCN3C3=C(C(=O)N)C=CC=C3)C2)C=2SC=CN2)C=C1 (2-(7-(N-(4-methoxybenzyl)-N-(thiazol-2-yl)sulfamoyl)-2H-benzo[b][1,4]oxazin-4(3H)-yl)benzamide). The yield is 71.7%. As a reaction SMILES: [CH3:1][O:2][C:3]1[CH:28]=[CH:27][C:6]([CH2:7][N:8]([C:22]2[S:23][CH:24]=[CH:25][N:26]=2)[S:9]([C:12]2[CH:13]=[CH:14][C:15]3[NH:20][CH2:19][CH2:18][O:17][C:16]=3[CH:21]=2)(=[O:11])=[O:10])=[CH:5][CH:4]=1.F[C:30]1[CH:38]=[CH:37][CH:36]=[CH:35][C:31]=1[C:32]([NH2:34])=[O:33].C(=O)([O-])[O-].[Cs+].[Cs+]>CN(C=O)C.C(OCC)(=O)C.O>[CH3:1][O:2][C:3]1[CH:4]=[CH:5][C:6]([CH2:7][N:8]([C:22]2[S:23][CH:24]=[CH:25][N:26]=2)[S:9]([C:12]2[CH:13]=[CH:14][C:15]3[N:20]([C:30]4[CH:38]=[CH:37][CH:36]=[CH:35][C:31]=4[C:32]([NH2:34])=[O:33])[CH2:19][CH2:18][O:17][C:16]=3[CH:21]=2)(=[O:11])=[O:10])=[CH:27][CH:28]=1 |f:2.3.4|. Procedure details: To a solution of INTERMEDIate M (900 mg, 2.08 mmol) and 2-fluorobenzamide (293 mg, 2.08 mmol, Aldrich) in DMF (10 mL) was added cesium carbonate (1.01 g, 3.12 mmol). The reaction mixture was heated at 90° C. for 48 h. After completion, the reaction mixture was diluted with ethyl acetate (30 mL) and water (20 mL). The layers were separated and the organic layer was dried over sodium sulfate and concentrated under reduced pressure to obtain crude material which was purified by combi flash silica g... The reactants are Cl.C(CCC)OC(=O)N1CCN(CC1)C([C@H](CCCO[Si](C1=CC=CC=C1)(C1=CC=CC=C1)C(C)(C)C)N)=O (4-[(S)-2-Amino-5-(tert-butyl-diphenyl-silanyloxy)-pentanoyl]-piperazine-1-carboxylic acid butyl ester hydrochloride), C1(CCC1)NC(=O)[C@H]1N(CCC1)C(COC1=CC(=NC2=CC(=CC=C12)C)C(=O)O)=O (4-[2-((S)-2-Cyclobutylcarbamoyl-pyrrolidin-1-yl)-2-oxo-ethoxy]-7-methyl-quinoline-2-carboxylic acid), C=1C=CC2=C(C1)N=NN2O (HOBt), CCN(C(C)C)C(C)C (DIPEA). Solvent: CN(C)C=O (DMF), C(CCl)Cl (EDC). Run at time 12 hour. Yields the product C(CCC)OC(=O)N1CCN(CC1)C([C@H](CCCO[Si](C1=CC=CC=C1)(C1=CC=CC=C1)C(C)(C)C)NC(=O)C1=NC2=CC(=CC=C2C(=C1)OCC(=O)N1[C@@H](CCC1)C(NC1CCC1)=O)C)=O (4-[(S)-5-(tert-Butyl-diphenyl-silanyloxy)-2-({4-[2-((S)-2-cyclobutylcarbamoyl-pyrrolidin-1-yl)-2-oxo-ethoxy]-7-methyl-quinoline-2-carbonyl}-amino)-pentanoyl]-piperazine-1-carboxylic acid butyl ester). Reaction SMILES: [CH:1]1([NH:5][C:6]([C@@H:8]2[CH2:12][CH2:11][CH2:10][N:9]2[C:13](=[O:30])[CH2:14][O:15][C:16]2[C:25]3[C:20](=[CH:21][C:22]([CH3:26])=[CH:23][CH:24]=3)[N:19]=[C:18]([C:27](O)=[O:28])[CH:17]=2)=[O:7])[CH2:4][CH2:3][CH2:2]1.C1C=CC2N(O)N=NC=2C=1.CCN(C(C)C)C(C)C.Cl.[CH2:51]([O:55][C:56]([N:58]1[CH2:63][CH2:62][N:61]([C:64](=[O:88])[C@@H:65]([NH2:87])[CH2:66][CH2:67][CH2:68][O:69][Si:70]([C:83]([CH3:86])([CH3:85])[CH3:84])([C:77]2[CH:82]=[CH:81][CH:80]=[CH:79][CH:78]=2)[C:71]2[CH:76]=[CH:75][CH:74]=[CH:73][CH:72]=2)[CH2:60][CH2:59]1)=[O:57])[CH2:52][CH2:53][CH3:54]>CN(C=O)C.C(Cl)CCl>[CH2:51]([O:55][C:56]([N:58]1[CH2:59][CH2:60][N:61]([C:64](=[O:88])[C@@H:65]([NH:87][C:27]([C:18]2[CH:17]=[C:16]([O:15][CH2:14][C:13]([N:9]3[CH2:10][CH2:11][CH2:12][C@H:8]3[C:6](=[O:7])[NH:5][CH:1]3[CH2:4][CH2:3][CH2:2]3)=[O:30])[C:25]3[C:20](=[CH:21][C:22]([CH3:26])=[CH:23][CH:24]=3)[N:19]=2)=[O:28])[CH2:66][CH2:67][CH2:68][O:69][Si:70]([C:83]([CH3:86])([CH3:85])[CH3:84])([C:77]2[CH:82]=[CH:81][CH:80]=[CH:79][CH:78]=2)[C:71]2[CH:76]=[CH:75][CH:74]=[CH:73][CH:72]=2)[CH2:62][CH2:63]1)=[O:57])[CH2:52][CH2:53][CH3:54] |f:3.4|. Procedure details: To a solution of 385 mg 4-[2-((S)-2-Cyclobutylcarbamoyl-pyrrolidin-1-yl)-2-oxo-ethoxy]-7-methyl-quinoline-2-carboxylic acid in 10 ml DMF were added 215 mg HOBt, 270 mg EDC and 0.4 ml DIPEA. After 20 minutes 506 mg 4-[(S)-2-Amino-5-(tert-butyl-diphenyl-silanyloxy)-pentanoyl]-piperazine-1-carboxylic acid butyl ester hydrochloride were added and the mixture stirred for 12 h. The reaction mixture was concentrated, diluted with ethyl acetate and washed with aqueous LiCl (4%), 0.1 M HCl and saturated ... Starting materials: NC1=C2C(=NC=N1)N(N=C2C2=CC=C(OC1=C(C#N)C(=CC=C1)SC1=NC=CC=C1)C=C2)[C@@H]2CC[C@@H](CC2)N2CCN(CC2)C (cis-2-(4-{4-amino-1-[4-(4-methylpiperazino)cyclohexyl]-1H-pyrazolo[3,4-d]pyrimidin-3-yl}phenoxy)-6-(2-pyridylsulfanyl)benzonitrile), C(\C=C/C(=O)O)(=O)O (maleic acid). Run in C(C)O (ethanol), C(C)O (ethanol). Yields the product C(\C=C/C(=O)O)(=O)O.C(\C=C/C(=O)O)(=O)O.NC1=C2C(=NC=N1)N(N=C2C2=CC=C(OC1=C(C#N)C(=CC=C1)SC1=NC=CC=C1)C=C2)[C@@H]2CC[C@@H](CC2)N2CCN(CC2)C (cis-2-(4-{4-amino-1-[4-(4-methylpiperazino)cyclohexyl]-1H-pyrazolo[3,4-d]pyrimidin-3-yl}phenoxy)-6-(2-pyridylsulfanyl)benzonitrile bis-maleate). Yield: 83.4%. As a reaction SMILES: [NH2:1][C:2]1[N:7]=[CH:6][N:5]=[C:4]2[N:8]([C@H:33]3[CH2:38][CH2:37][C@@H:36]([N:39]4[CH2:44][CH2:43][N:42]([CH3:45])[CH2:41][CH2:40]4)[CH2:35][CH2:34]3)[N:9]=[C:10]([C:11]3[CH:32]=[CH:31][C:14]([O:15][C:16]4[CH:23]=[CH:22][CH:21]=[C:20]([S:24][C:25]5[CH:30]=[CH:29][CH:28]=[CH:27][N:26]=5)[C:17]=4[C:18]#[N:19])=[CH:13][CH:12]=3)[C:3]=12.[C:46]([OH:53])(=[O:52])/[CH:47]=[CH:48]\[C:49]([OH:51])=[O:50]>C(O)C>[C:46]([OH:53])(=[O:52])/[CH:47]=[CH:48]\[C:49]([OH:51])=[O:50].[C:46]([OH:53])(=[O:52])/[CH:47]=[CH:48]\[C:49]([OH:51])=[O:50].[NH2:1][C:2]1[N:7]=[CH:6][N:5]=[C:4]2[N:8]([C@H:33]3[CH2:38][CH2:37][C@@H:36]([N:39]4[CH2:44][CH2:43][N:42]([CH3:45])[CH2:41][CH2:40]4)[CH2:35][CH2:34]3)[N:9]=[C:10]([C:11]3[CH:12]=[CH:13][C:14]([O:15][C:16]4[CH:23]=[CH:22][CH:21]=[C:20]([S:24][C:25]5[CH:30]=[CH:29][CH:28]=[CH:27][N:26]=5)[C:17]=4[C:18]#[N:19])=[CH:31][CH:32]=3)[C:3]=12 |f:3.4.5|. Procedure: A solution of cis-4-{4-amino-1-[4-(4-methylpiperazino)cyclohexyl]-1H-pyrazolo[3,4-d]pyrimidin-3-yl}phenol (0.300 g, 0.736 mmol) in dimethylformamide (20 mL), was treated with 2-fluoro-6-(2-pyridylsulfanyl)benzonitrile (0.424 g, 1.84 mmol) and potassium carbonate (0.203, 1.47 mmol). The reaction mixture was stirred at 120° C. for 2 h under a nitrogen atmosphere. Ethyl acetate (125 mL) and 1 N sodium hydroxide solution (50 mL) were added to the reaction mixture. The layers were partitioned and the... Reactants: O=C(O)c1cccc(B(O)O)c1, O=C([O-])[O-], Cc1ccc(NC(=O)C2(c3ccc4c(c3)OC(F)(F)O4)CC2)nc1Cl, [K+], [K+], CN(C)C=O. Product: Cc1ccc(NC(=O)C2(c3ccc4c(c3)OC(F)(F)O4)CC2)nc1-c1cccc(C(=O)O)c1. As a reaction SMILES: [B:26]([OH:27])([OH:28])[c:29]1[cH:30][c:31]([C:32](=[O:33])[OH:34])[cH:35][cH:36][cH:37]1.[C:38](=[O:39])([O-:40])[O-:41].[Cl:1][c:2]1[c:3]([CH3:25])[cH:4][cH:5][c:6]([NH:8][C:9](=[O:10])[C:11]2([c:14]3[cH:15][c:16]4[c:17]([cH:23][cH:24]3)[O:18][C:19]([F:21])([F:22])[O:20]4)[CH2:12][CH2:13]2)[n:7]1.[K+:42].[K+:43].[O:44]=[CH:45][N:46]([CH3:47])[CH3:48]>>[c:2]1(-[c:29]2[cH:30][c:31]([C:32](=[O:33])[OH:34])[cH:35][cH:36][cH:37]2)[c:3]([CH3:25])[cH:4][cH:5][c:6]([NH:8][C:9](=[O:10])[C:11]2([c:14]3[cH:15][c:16]4[c:17]([cH:23][cH:24]3)[O:18][C:19]([F:21])([F:22])[O:20]4)[CH2:12][CH2:13]2)[n:7]1.